From a dataset of the Open Reaction Database (ORD), a public repository of structured organic reaction records. describe an organic reaction: reactants, conditions, products, and yield The reactants are FC=1C=CC(=C(C1)C1=C2C(=NC=C1)N(C(=C2)C2(CCN(CC2)C(=O)OC(C)(C)C)O)S(=O)(=O)C2=CC=C(C)C=C2)OC (tert-butyl 4-(4-(5-fluoro-2-methoxyphenyl)-1-tosyl-1H-pyrrolo[2,3-b]pyridin-2-yl)-4-hydroxypiperidine-1-carboxylate), [OH-].[Na+] (sodium hydroxide), O (water). Run in O1CCOCC1 (dioxane), C(C)(=O)OCC (ethyl acetate). Yields the product FC=1C=CC(=C(C1)C1=C2C(=NC=C1)NC(=C2)C2(CCN(CC2)C(=O)OC(C)(C)C)O)OC (tert-butyl 4-(4-(5-fluoro-2-methoxyphenyl)-1H-pyrrolo[2,3-b]pyridin-2-yl)-4-hydroxypiperidine-1-carboxylate). RXN SMILES: [F:1][C:2]1[CH:3]=[CH:4][C:5]([O:41][CH3:42])=[C:6]([C:8]2[CH:13]=[CH:12][N:11]=[C:10]3[N:14](S(C4C=CC(C)=CC=4)(=O)=O)[C:15]([C:17]4([OH:30])[CH2:22][CH2:21][N:20]([C:23]([O:25][C:26]([CH3:29])([CH3:28])[CH3:27])=[O:24])[CH2:19][CH2:18]4)=[CH:16][C:9]=23)[CH:7]=1.[OH-].[Na+].O>O1CCOCC1.C(OCC)(=O)C>[F:1][C:2]1[CH:3]=[CH:4][C:5]([O:41][CH3:42])=[C:6]([C:8]2[CH:13]=[CH:12][N:11]=[C:10]3[NH:14][C:15]([C:17]4([OH:30])[CH2:22][CH2:21][N:20]([C:23]([O:25][C:26]([CH3:28])([CH3:29])[CH3:27])=[O:24])[CH2:19][CH2:18]4)=[CH:16][C:9]=23)[CH:7]=1 |f:1.2|. Reported procedure: A suspension of Example 126B (0.144 g, 0.241 mmol) and 50% sodium hydroxide (0.064 mL, 1.205 mmol)/water (0.064 mL) in dioxane (1 mL) was heated at 80° C. for 4 hours. The mixture was diluted with ethyl acetate and dried over magnesium sulfate, filtered and concentrated. The crude mixture was used in the next step without further purification. LCMS: 442.2 (M+H)+.